This data is from the Open Reaction Database (ORD), a public repository of structured organic reaction records. The task is: describe an organic reaction: reactants, conditions, products, and yield The reactants are CCCC(CCC)C(=O)Nc1ccc(C=CC(=O)O)cc1, ClCCCl, Cl, NO, CN(C)C=O, O, Oc1cccc2[nH]nnc12. Yields the product CCCC(CCC)C(=O)Nc1ccc(C=CC(=O)NO)cc1. Reaction SMILES: [CH2:1]([CH2:2][CH3:3])[CH:4]([C:5](=[O:6])[NH:7][c:8]1[cH:9][cH:10][c:11]([CH:14]=[CH:15][C:16](=[O:17])[OH:18])[cH:12][cH:13]1)[CH2:19][CH2:20][CH3:21].[CH2:22]([Cl:23])[CH2:24][Cl:25].[ClH:37].[NH2:38][OH:39].[O:40]=[CH:41][N:42]([CH3:43])[CH3:44].[OH2:26].[OH:27][c:28]1[c:29]2[n:30][n:31][nH:32][c:33]2[cH:34][cH:35][cH:36]1>>[CH2:1]([CH2:2][CH3:3])[CH:4]([C:5](=[O:6])[NH:7][c:8]1[cH:9][cH:10][c:11]([CH:14]=[CH:15][C:16](=[O:17])[NH:38][OH:26])[cH:12][cH:13]1)[CH2:19][CH2:20][CH3:21]. Reactants: CCOC(=O)C=Cc1ccc(C#Cc2cc(CN(C)C3CC3)ccc2C)cc1, CCO, Cl, [K+], C1CCOC1, [OH-]. Yields the product Cc1ccc(CN(C)C2CC2)cc1C#Cc1ccc(C=CC(=O)O)cc1. Reaction SMILES: [CH2:1]([CH3:2])[O:3][C:4]([CH:5]=[CH:6][c:7]1[cH:8][cH:9][c:10]([C:13]#[C:14][c:15]2[c:16]([CH3:27])[cH:17][cH:18][c:19]([CH2:21][N:22]([CH3:23])[CH:24]3[CH2:25][CH2:26]3)[cH:20]2)[cH:11][cH:12]1)=[O:28].[CH3:32][CH2:33][OH:34].[ClH:31].[K+:30].[O:35]1[CH2:36][CH2:37][CH2:38][CH2:39]1.[OH-:29]>>[O:3]=[C:4]([CH:5]=[CH:6][c:7]1[cH:8][cH:9][c:10]([C:13]#[C:14][c:15]2[c:16]([CH3:27])[cH:17][cH:18][c:19]([CH2:21][N:22]([CH3:23])[CH:24]3[CH2:25][CH2:26]3)[cH:20]2)[cH:11][cH:12]1)[OH:28]. Starting materials: [N+](=O)([O-])[O-].[K+] (potassium nitrate), ClC=1C=C2NC(C(N(C2=CC1)CC(CC)CC)=O)=O (6-chloro-1-(2-ethylbutyl)-2,3(1H,4H)-quinoxalinedione), ice water. The product is ClC=1C=C2NC(C(N(C2=CC1[N+](=O)[O-])CC(CC)CC)=O)=O (6-Chloro-1-(2-ethylbutyl)-7-nitro-2,3(1H,4H)-quinoxalinedione). Yield: 89.8%. Reported procedure: 30 g (0.106 mol) of 6-chloro-1-(2-ethylbutyl)-2,3(1H,4H)-quinoxalinedione were dissolved in 350 ml of concentrated sulfuric acid and cooled to 0° C. Then, at 0° C., 10.8 g of potassium nitrate were added a little at a time, and the solution was stirred for 1.5 h. The mixture was then poured into ice-water, and the precipitate was filtered off with suction, washed with water and dried to yield 31 g (91%) of the product. Melting point 232°-233° C. Run in S(O)(O)(=O)=O (sulfuric acid). As a reaction SMILES: [Cl:1][C:2]1[CH:3]=[C:4]2[C:9](=[CH:10][CH:11]=1)[N:8]([CH2:12][CH:13]([CH2:16][CH3:17])[CH2:14][CH3:15])[C:7](=[O:18])[C:6](=[O:19])[NH:5]2.[N+:20]([O-])([O-:22])=[O:21].[K+]>S(=O)(=O)(O)O>[Cl:1][C:2]1[CH:3]=[C:4]2[C:9](=[CH:10][C:11]=1[N+:20]([O-:22])=[O:21])[N:8]([CH2:12][CH:13]([CH2:14][CH3:15])[CH2:16][CH3:17])[C:7](=[O:18])[C:6](=[O:19])[NH:5]2 |f:1.2|. Conditions: temperature 0 celsius, time 1.5 hour. Reactants: O1CCOC12CCC(CC2)CO ((1,4-Dioxa-spiro[4.5]dec-8-yl)-methanol), [H-].[Na+] (sodium hydride), CI (Methyl iodide), O (Water). Solvent: O1CCCC1 (tetrahydrofuran), C1CCOC1 (THF). Reaction conditions: time 30 minute. The product is COCC1CCC(CC1)=O (4-methoxymethyl-cyclohexanone). As a reaction SMILES: [O:1]1[C:5]2([CH2:10][CH2:9][CH:8]([CH2:11][OH:12])[CH2:7][CH2:6]2)OCC1.[H-].[Na+].[CH3:15]I.O>O1CCCC1>[CH3:15][O:12][CH2:11][CH:8]1[CH2:7][CH2:6][C:5](=[O:1])[CH2:10][CH2:9]1 |f:1.2|. Procedure: To (1,4-Dioxa-spiro[4.5]dec-8-yl)-methanol (10 g) in tetrahydrofuran (300 mL) in an ice bath was added sodium hydride (3.6 g of 60% in mineral oil) and the mixture stirred for 30 min. Methyl iodide 7.8 mL in THF (20 mL) was added dropwise and the reaction was allowed to warm slowly to room temperature overnight. Water (20 mL) was added and the reaction mixture partially concentrated, then partitioned between water (100 mL) and diethyl ether (300 mL). The organic phase was isolated, dried and con... Starting materials: compound, FC1=CC=C(C=C1)C1=CC=C(C=C1)C(C)=NOCCOC1=CC=C(C=C1)CC(C(=O)OCC)OC1=CC=C(C=C1)F (ethyl 3-[4-[2-[[1-(4′-fluoro-4-biphenylyl)ethylidene]aminoxy]ethoxy]phenyl]-2-(4-fluorophenoxy)propionate), [OH-].[Na+] (sodium hydroxide). Yields the product FC1=CC=C(C=C1)C1=CC=C(C=C1)C(C)=NOCCOC1=CC=C(C=C1)CC(C(=O)O)OC1=CC=C(C=C1)F (3-[4-[2-[[1-(4′-Fluoro-4-biphenylyl)ethylidene]aminoxy]ethoxy]phenyl]-2-(4-fluorophenoxy)propionic acid). As a reaction SMILES: [F:1][C:2]1[CH:7]=[CH:6][C:5]([C:8]2[CH:13]=[CH:12][C:11]([C:14](=[N:16][O:17][CH2:18][CH2:19][O:20][C:21]3[CH:26]=[CH:25][C:24]([CH2:27][CH:28]([O:34][C:35]4[CH:40]=[CH:39][C:38]([F:41])=[CH:37][CH:36]=4)[C:29]([O:31]CC)=[O:30])=[CH:23][CH:22]=3)[CH3:15])=[CH:10][CH:9]=2)=[CH:4][CH:3]=1.[OH-].[Na+]>>[F:1][C:2]1[CH:3]=[CH:4][C:5]([C:8]2[CH:13]=[CH:12][C:11]([C:14](=[N:16][O:17][CH2:18][CH2:19][O:20][C:21]3[CH:26]=[CH:25][C:24]([CH2:27][CH:28]([O:34][C:35]4[CH:36]=[CH:37][C:38]([F:41])=[CH:39][CH:40]=4)[C:29]([OH:31])=[O:30])=[CH:23][CH:22]=3)[CH3:15])=[CH:10][CH:9]=2)=[CH:6][CH:7]=1 |f:1.2|. Procedure: The target compound (1.13 g) was obtained as colorless crystals by carrying out the reaction and the post-treatment according to Reference example 3 using ethyl 3-[4-[2-[[1-(4′-fluoro-4-biphenylyl)ethylidene]aminoxy]ethoxy]phenyl]-2-(4-fluorophenoxy)propionate (1.44 g) obtained from Reference example 4 and an aqueous sodium hydroxide solution (1N, 5.0 ml). Reactants: CCOCC, O=C(Cl)C(=O)Cl, Clc1ccc2cc[nH]c2c1. The product is O=C(Cl)C(=O)c1c[nH]c2cc(Cl)ccc12. Reaction SMILES: [CH3:17][CH2:18][O:19][CH2:20][CH3:21].[Cl:11][C:12](=[O:13])[C:14](=[O:15])[Cl:16].[Cl:1][c:2]1[cH:3][cH:4][c:5]2[cH:6][cH:7][nH:8][c:9]2[cH:10]1>>[Cl:1][c:2]1[cH:3][cH:4][c:5]2[c:6]([C:14]([C:12]([Cl:11])=[O:13])=[O:15])[cH:7][nH:8][c:9]2[cH:10]1. Reactants: C(CCC)[Li].CCCCCC (n-butyl lithium hexane), C1(=CC=CC=C1)CCN1N=C(C(=C1Br)C(=O)OCC)N(CC1=CC=C(C=C1)C1=C(C=CC=C1)C1=NN=NN1C(C1=CC=CC=C1)(C1=CC=CC=C1)C1=CC=CC=C1)CCC (N-[1-(2-phenylethyl)-5-bromo-4-ethoxycarbonylpyrazol-3-yl]-N-[(2'-(N-triphenylmethyl-(1H-tetrazol-5-yl))biphenyl-4-yl)methyl]-n-propylamine), ICCI (1,2-diiodoethane), [Cl-].[NH4+] (ammonium chloride), C(=O)=O.CC(=O)C (dry ice acetone). Run in C1CCOC1 (THF), C1CCOC1 (THF). Run at time 2 hour. The product is C1(=CC=CC=C1)CCN1N=C(C(=C1I)C(=O)OCC)N(CC1=CC=C(C=C1)C1=C(C=CC=C1)C1=NN=NN1C(C1=CC=CC=C1)(C1=CC=CC=C1)C1=CC=CC=C1)CCC (N-[1-(2-phenylethyl)-5-iodo-4-ethoxycarbonylpyrazol-3-yl]-N-[(2'-(N-triphenylmethyl-(1H-tetrazol-5-yl))-biphenyl-4-yl)methyl]-n-propylamine). As a reaction SMILES: [CH2:1]([Li])[CH2:2][CH2:3][CH3:4].CCCC[CH2:10][CH3:11].C1([CH2:18][CH2:19][N:20]2[C:24](Br)=[C:23]([C:26]([O:28][CH2:29][CH3:30])=[O:27])[C:22]([N:31]([CH2:69][CH2:70][CH3:71])[CH2:32][C:33]3[CH:38]=[CH:37][C:36]([C:39]4[CH:44]=[CH:43][CH:42]=[CH:41][C:40]=4[C:45]4[N:49]([C:50]([C:63]5[CH:68]=[CH:67][CH:66]=[CH:65][CH:64]=5)([C:57]5[CH:62]=[CH:61][CH:60]=[CH:59][CH:58]=5)[C:51]5[CH:56]=[CH:55][CH:54]=[CH:53][CH:52]=5)[N:48]=[N:47][N:46]=4)=[CH:35][CH:34]=3)=[N:21]2)C=CC=CC=1.C(=O)=O.CC(C)=O.[I:79]CCI.[Cl-].[NH4+]>C1COCC1>[C:4]1([CH2:18][CH2:19][N:20]2[C:24]([I:79])=[C:23]([C:26]([O:28][CH2:29][CH3:30])=[O:27])[C:22]([N:31]([CH2:69][CH2:70][CH3:71])[CH2:32][C:33]3[CH:34]=[CH:35][C:36]([C:39]4[CH:44]=[CH:43][CH:42]=[CH:41][C:40]=4[C:45]4[N:49]([C:50]([C:51]5[CH:56]=[CH:55][CH:54]=[CH:53][CH:52]=5)([C:57]5[CH:62]=[CH:61][CH:60]=[CH:59][CH:58]=5)[C:63]5[CH:64]=[CH:65][CH:66]=[CH:67][CH:68]=5)[N:48]=[N:47][N:46]=4)=[CH:37][CH:38]=3)=[N:21]2)[CH:11]=[CH:10][CH:1]=[CH:2][CH:3]=1 |f:0.1,3.4,6.7|. Reported procedure: 0.18 ml of 1.6M n-butyl lithium/hexane solution were added to THF solution (10 ml) of 202 mg of N-[1-(2-phenylethyl)-5-bromo-4-ethoxycarbonylpyrazol-3-yl]-N-[(2'-(N-triphenylmethyl-(1H-tetrazol-5-yl))biphenyl-4-yl)methyl]-n-propylamine, while cooling with dry ice-acetone. After stirred for 2 hours, 667 mg of 1,2-diiodoethane were added thereto. After stirred for one hour, the mixture was then stirred at room temperature for further one hour. 10 ml of aqueous ammonium chloride solution were added...